From a dataset of the Open Reaction Database (ORD), a public repository of structured organic reaction records. describe an organic reaction: reactants, conditions, products, and yield Reactants: FC1(CN(C1)C1(CCC2(CCN(CC2)C(=O)OC(C)(C)C)CC1)C1=CC=CC=C1)F (tert-Butyl 9-(3,3-difluoroazetidin-1-yl)-9-phenyl-3-azaspiro[5.5]undecane-3-carboxylate), C(=O)(C(F)(F)F)O (TFA). The solvent is C(Cl)Cl (DCM). Conditions: time 3 hour. Yields the product FC1(CN(C1)C1(CCC2(CCNCC2)CC1)C1=CC=CC=C1)F (9-(3,3-Difluoroazetidin-1-yl)-9-phenyl-3-azaspiro[5.5]undecane). Reaction SMILES: [F:1][C:2]1([F:30])[CH2:5][N:4]([C:6]2([C:24]3[CH:29]=[CH:28][CH:27]=[CH:26][CH:25]=3)[CH2:23][CH2:22][C:9]3([CH2:14][CH2:13][N:12](C(OC(C)(C)C)=O)[CH2:11][CH2:10]3)[CH2:8][CH2:7]2)[CH2:3]1.C(O)(C(F)(F)F)=O>C(Cl)Cl>[F:30][C:2]1([F:1])[CH2:5][N:4]([C:6]2([C:24]3[CH:25]=[CH:26][CH:27]=[CH:28][CH:29]=3)[CH2:7][CH2:8][C:9]3([CH2:10][CH2:11][NH:12][CH2:13][CH2:14]3)[CH2:22][CH2:23]2)[CH2:3]1. Procedure details: tert-Butyl 9-(3,3-difluoroazetidin-1-yl)-9-phenyl-3-azaspiro[5.5]undecane-3-carboxylate (300 mg, 0.714 mmol) was taken up in DCM (24 ml) and TFA (6 ml) was added. The resulting mixture was stirred for 3 h. The TLC revealed completion of the reaction and the solvent was removed under reduced pressure. The compound was azeotroped (2-3×) with DCM and used in the next step. Reactants: [Li+], CN1C(=O)C(C)(C)C(=O)N(C)c2cc(OCCCN(CCc3cccnc3)S(=O)(=O)c3ccccc3[N+](=O)[O-])ccc21, CN(C)C=O, [OH-], O, O=C(O)CS. Reaction SMILES: [Li+:1].[N+:13]([c:14]1[cH:15][cH:16][cH:17][cH:18][c:19]1[S:20](=[O:21])(=[O:22])[N:25]([CH2:26][CH2:27][CH2:28][O:29][c:30]1[cH:31][c:32]2[c:33]([cH:45][cH:46]1)[N:34]([CH3:44])[C:35](=[O:43])[C:36]([CH3:41])([CH3:42])[C:37](=[O:40])[N:38]2[CH3:39])[CH2:47][CH2:48][c:49]1[cH:50][n:51][cH:52][cH:53][cH:54]1)([O-:23])=[O:24].[O:8]=[CH:9][N:10]([CH3:11])[CH3:12].[OH-:2].[OH2:55].[OH:3][C:4]([CH2:5][SH:6])=[O:7]>>[NH:25]([CH2:26][CH2:27][CH2:28][O:29][c:30]1[cH:31][c:32]2[c:33]([cH:45][cH:46]1)[N:34]([CH3:44])[C:35](=[O:43])[C:36]([CH3:41])([CH3:42])[C:37](=[O:40])[N:38]2[CH3:39])[CH2:47][CH2:48][c:49]1[cH:50][n:51][cH:52][cH:53][cH:54]1. The product is CN1C(=O)C(C)(C)C(=O)N(C)c2cc(OCCCNCCc3cccnc3)ccc21.